From a dataset of the Open Reaction Database (ORD), a public repository of structured organic reaction records. describe an organic reaction: reactants, conditions, products, and yield Starting materials: ClCC1=NC(=NN1)C1=CC=C(C=C1)C1=CN=C2C(=N1)N(C(N2)=O)CCC2CCOCC2 (6-(4-(5-(Chloromethyl)-1H-1,2,4-triazol-3-yl)phenyl)-1-(2-(tetrahydro-2H-pyran-4-yl)ethyl)-1H-imidazo[4,5-b]pyrazin-2(3H)-one), OCC1=NC(=NN1)C1=CC=C(C=C1)C1=CN=C2C(=N1)N(C(N2)=O)CCC2CCOCC2 (6-(4-(5-(Hydroxymethyl)-1H-1,2,4-triazol-3-yl)phenyl)-1-(2-(tetrahydro-2H-pyran-4-yl)ethyl)-1H-imidazo[4,5-b]pyrazin-2(3H)-one). Solvent: S(=O)(Cl)Cl (thionyl chloride). Product: NCC1=NC(=NN1)C1=CC=C(C=C1)C1=CN=C2C(=N1)N(C(N2)=O)CCC2CCOCC2 (6-(4-(5-(AMINOMETHYL)-1H-1,2,4-TRIAZOL-3-YL)PHENYL)-1-(2-(TETRAHYDRO-2H-PYRAN-4-YL)ETHYL)-1H-IMIDAZO[4,5-B]PYRAZIN-2(3H)-ONE). The yield is 81.0%. As a reaction SMILES: Cl[CH2:2][C:3]1[NH:7][N:6]=[C:5]([C:8]2[CH:13]=[CH:12][C:11]([C:14]3[N:19]=[C:18]4[N:20]([CH2:24][CH2:25][CH:26]5[CH2:31][CH2:30][O:29][CH2:28][CH2:27]5)[C:21](=[O:23])[NH:22][C:17]4=[N:16][CH:15]=3)=[CH:10][CH:9]=2)[N:4]=1.OCC1NN=C(C2C=CC(C3N=C4N(CCC5CCOCC5)C(=O)NC4=NC=3)=CC=2)[N:35]=1>S(Cl)(Cl)=O>[NH2:35][CH2:2][C:3]1[NH:7][N:6]=[C:5]([C:8]2[CH:13]=[CH:12][C:11]([C:14]3[N:19]=[C:18]4[N:20]([CH2:24][CH2:25][CH:26]5[CH2:31][CH2:30][O:29][CH2:28][CH2:27]5)[C:21](=[O:23])[NH:22][C:17]4=[N:16][CH:15]=3)=[CH:10][CH:9]=2)[N:4]=1. Reported procedure: 6-(4-(5-(Chloromethyl)-1H-1,2,4-triazol-3-yl)phenyl)-1-(2-(tetrahydro-2H-pyran-4-yl)ethyl)-1H-imidazo[4,5-b]pyrazin-2(3H)-one. 6-(4-(5-(Hydroxymethyl)-1H-1,2,4-triazol-3-yl)phenyl)-1-(2-(tetrahydro-2H-pyran-4-yl)ethyl)-1H-imidazo[4,5-b]pyrazin-2(3H)-one (0.130 g, 0.31 mmol) in thionyl chloride (2 mL) was stirred in a sealed tube at 80° C. for 1 h. The cooled reaction solvent was removed under reduced pressure. The resulting material was dried under vacuum at 50° C. to give the desired product (0... Reactants: C1(CCC2=CC=CC=C12)C(=O)Cl (indane-1-carboxylic acid chloride), Formula 4, CN (methylamine). Solvent: C(C)(=O)OCC (ethyl acetate), C(C)(=O)OCC (ethyl acetate). Run at time 4 hour. The product is CNC(=O)C1CCC2=CC=CC=C12 (1-methylaminocarbonyl-indane). As a reaction SMILES: [CH3:1][NH2:2].[CH:3]1([C:12](Cl)=[O:13])[C:11]2[C:6](=[CH:7][CH:8]=[CH:9][CH:10]=2)[CH2:5][CH2:4]1>C(OCC)(=O)C>[CH3:1][NH:2][C:12]([CH:3]1[C:11]2[C:6](=[CH:7][CH:8]=[CH:9][CH:10]=2)[CH2:5][CH2:4]1)=[O:13]. Procedure: A mixture of 150 ml of ethyl acetate and 50 ml of 40% aqueous methylamine (approx. 0.5M) was stirred in an ice bath, while a solution of 11.7 g (65 mmol) of indane-1-carboxylic acid chloride, a compound of Formula 4 prepared, for example, as described in Preparation 4, dissolved 40 ml of ethyl acetate was added over a period of 15 minutes. Stirring was continued at ambient temperature for an additional 4 hours. The organic layer is separated, washed three times with water, once with 10% HCl, and... Starting materials: C(C)(=O)O[BH-](OC(C)=O)OC(C)=O.[Na+] (sodium triacetoxyborohydride), C(O)([O-])=O.[Na+] (sodium hydrogen carbonate), COC1=CC=C2C(=CC(N(C2=C1)CCC=O)=O)C (3-(7-methoxy-4-methyl-2-oxoquinolin-1(2H)-yl)propanal), N[C@@H]1CC(N(C1)C=1C=CC=2OCC(NC2N1)=O)=O (6-[(4R)-4-amino-2-oxopyrrolidin-1-yl]-2H-pyrido[3,2-b][1,4]oxazin-3(4H)-one), C(C)(C)(C)OC(N[C@H]1CNC(C1)=O)=O ([(3R)-5-oxopyrrolidin-3-yl]carbamic acid tert-butyl ester). Solvent: CN(C=O)C (N,N-dimethylformamide). Run at time 1 hour. The product is COC1=CC=C2C(=CC(N(C2=C1)CCCN[C@@H]1CC(N(C1)C=1C=CC=2OCC(NC2N1)=O)=O)=O)C (6-[(4R)-4-{[3-(7-Methoxy-4-methyl-2-oxoquinolin-1(2H)-yl)propyl]amino}-2-oxopyrrolidin-1-yl]-2H-pyrido[3,2-b][1,4]oxazin-3(4H)-one). Isolated yield 3.0%. RXN SMILES: [CH3:1][O:2][C:3]1[CH:12]=[C:11]2[C:6]([C:7]([CH3:18])=[CH:8][C:9](=[O:17])[N:10]2[CH2:13][CH2:14][CH:15]=O)=[CH:5][CH:4]=1.[NH2:19][C@H:20]1[CH2:24][N:23]([C:25]2[CH:26]=[CH:27][C:28]3[O:29][CH2:30][C:31](=[O:35])[NH:32][C:33]=3[N:34]=2)[C:22](=[O:36])[CH2:21]1.C(OC(=O)N[C@@H]1CC(=O)NC1)(C)(C)C.C(O[BH-](OC(=O)C)OC(=O)C)(=O)C.[Na+].C(=O)([O-])O.[Na+]>CN(C)C=O>[CH3:1][O:2][C:3]1[CH:12]=[C:11]2[C:6]([C:7]([CH3:18])=[CH:8][C:9](=[O:17])[N:10]2[CH2:13][CH2:14][CH2:15][NH:19][C@H:20]2[CH2:24][N:23]([C:25]3[CH:26]=[CH:27][C:28]4[O:29][CH2:30][C:31](=[O:35])[NH:32][C:33]=4[N:34]=3)[C:22](=[O:36])[CH2:21]2)=[CH:5][CH:4]=1 |f:3.4,5.6|. Procedure: To a solution of 3-(7-methoxy-4-methyl-2-oxoquinolin-1(2H)-yl)propanal (150 mg, 1.13 mmol) in N,N-dimethylformamide (5 ml) was added 6-[(4R)-4-amino-2-oxopyrrolidin-1-yl]-2H-pyrido[3,2-b][1,4]oxazin-3(4H)-one (synthesized using [(3R)-5-oxopyrrolidin-3-yl]carbamic acid tert-butyl ester synthesized with reference to WO2004/22536 in the same manner as in Reference Examples 20, 21 and 22; 303 mg, 1.22 mmol) and the mixture was stirred at room temperature for 1 hour. After cooling the reaction soluti... The reactants are N1=CC=CC=C1 (pyridine), ClC1=NC(=CC(=N1)C(=O)Cl)Cl (2,6-dichloropyrimidine-4-carbonyl chloride), CCN(C(C)C)C(C)C (iPr2NEt), C(C)(C)(C)O (t-butanol). The solvent is C(Cl)Cl (DCM). Run at time 8 hour. Product: ClC1=NC(=CC(=N1)C(=O)OC(C)(C)C)Cl (tert-butyl 2,6-dichloropyrimidine-4-carboxylate), solid. Isolated yield 25.6%. As a reaction SMILES: [Cl:1][C:2]1[N:7]=[C:6]([C:8](Cl)=[O:9])[CH:5]=[C:4]([Cl:11])[N:3]=1.CCN(C(C)C)C(C)C.[C:21]([OH:25])([CH3:24])([CH3:23])[CH3:22].N1C=CC=CC=1>C(Cl)Cl>[Cl:1][C:2]1[N:7]=[C:6]([C:8]([O:25][C:21]([CH3:24])([CH3:23])[CH3:22])=[O:9])[CH:5]=[C:4]([Cl:11])[N:3]=1. Reported procedure: To a solution of 2,6-dichloropyrimidine-4-carbonyl chloride (1.026 g, 4.85 mmol) in DCM (25 mL) was added iPr2NEt (1.01 mL, 5.80 mmol) and t-butanol (0.51 mL, 5.3 mmol). The mixture was stirred overnight then pyridine (0.39 mL, 4.8 mmol) was added and the stirring continued over another night. The reaction mixture was evaporated in vacuo and the resulting residue was chromatographed over silica gel with 0-40% EtOAc in hexanes. The product fractions were evaporated in vacuo to give tert-butyl 2,6... Reactants: BrC=1C(C(=CC(C1)=O)OC)=O (2-bromo-6-methoxy-1,4-benzoquinone), [Si](C)(C)(C(C)(C)C)ON=CC=CC (1-(tert-butyldimethylsilyloxy)-1-aza-1,3-pentadiene). The solvent is ClC1=CC=CC=C1 (chlorobenzene). Yields the product COC1=CC(C=2C(=CC=NC2C1=O)C)=O (7-Methoxy-4-methylquinoline-5,8-dione). Isolated yield 46.9%. Reaction SMILES: Br[C:2]1[C:3](=[O:11])[C:4]([O:9][CH3:10])=[CH:5][C:6](=[O:8])[CH:7]=1.[Si](O[N:20]=[CH:21][CH:22]=[CH:23][CH3:24])(C(C)(C)C)(C)C>ClC1C=CC=CC=1>[CH3:10][O:9][C:4]1[C:3](=[O:11])[C:2]2[N:20]=[CH:21][CH:22]=[C:23]([CH3:24])[C:7]=2[C:6](=[O:8])[CH:5]=1. Reported procedure: In a 50 mL round bottom flask 2-bromo-6-methoxy-1,4-benzoquinone (282 mg, 1.3 mmol) was dissolved in dry chlorobenzene (28 mL) along with 1-(tert-butyldimethylsilyloxy)-1-aza-1,3-pentadiene (130 mg, 0.65 mmol). The solution was stirred and heated to reflux for 4 days under N2. The dark reaction was allowed to cool and was added to a silica gel column (2.5×9 cm). The column was eluted with EtOAc/hexane (5:1) then EtOAc and finally ethanol. The solvent was removed, benzene was added, and the resul... Reactants: C(C)OC(=O)[C@H]1[C@@H]2C=C[C@@]([C@H]12)(C(=O)OCC1=CC=CC=C1)N=[N+]=[N-] ((1S,2R,5R,6S)-2-azido-bicyclo[3.1.0]hex-3-ene-2,6-dicarboxylic acid 2-benzyl ester 6-ethyl ester), C1=CC=C(C=C1)P(C2=CC=CC=C2)C3=CC=CC=C3 (PPh3). Solvent: C1CCOC1 (THF), O (H2O). Conditions: temperature 60 celsius, time 19 hour. The product is C(C)OC(=O)[C@H]1[C@@H]2C=C[C@@]([C@H]12)(C(=O)OCC1=CC=CC=C1)N ((1S,2R,5R,6S) -2-amino-bicyclo [3.1.0] hex-3-ene-2,6-dicarboxylic acid 2-benzyl ester 6-ethyl ester). The yield is 31.2%. As a reaction SMILES: [CH2:1]([O:3][C:4]([C@@H:6]1[C@@H:11]2[C@H:7]1[CH:8]=[CH:9][C@:10]2([N:22]=[N+]=[N-])[C:12]([O:14][CH2:15][C:16]1[CH:21]=[CH:20][CH:19]=[CH:18][CH:17]=1)=[O:13])=[O:5])[CH3:2].C1C=CC(P(C2C=CC=CC=2)C2C=CC=CC=2)=CC=1>C1COCC1.O>[CH2:1]([O:3][C:4]([C@@H:6]1[C@@H:11]2[C@H:7]1[CH:8]=[CH:9][C@:10]2([NH2:22])[C:12]([O:14][CH2:15][C:16]1[CH:17]=[CH:18][CH:19]=[CH:20][CH:21]=1)=[O:13])=[O:5])[CH3:2]. Procedure: To a solution of (1S,2R,5R,6S)-2-azido-bicyclo [3.1.0]hex-3-ene-2,6-dicarboxylic acid 2-benzyl ester 6-ethyl ester (XXVI) (66 mg, 0.202 mmol) in THF (4.5 mL) and H2O (0.5 mL) was added polymer supported PPh3 (130 mg, 0.404 mmol, 3.1 mmollg) and the mixture was stirred at 60° C. for 19 h. The resin was filtered off and washed with DCM. Removal of the solvent in vacuum left a yellow oil which was purified by silica gel column chromatography with hexane/ethyl acetate 1:3 to give (1S,2R,5R,6S) -2-am... Starting materials: ClC=1C=C(C=CC1Cl)C1=NC(=NN1CCO)C=1C=C(C=O)C=CC1 (3-[5-(3,4-dichloro-phenyl)-1-(2-hydroxy-ethyl)-1H-[1,2,4]triazol-3-yl]-benzaldehyde), CNC (dimethylamine). The product is Cl.ClC=1C=C(C=CC1Cl)C1=NC(=NN1CCO)C1=CC(=CC=C1)CN(C)C (2-[5-(3,4-Dichloro-phenyl)-3-(3-dimethylaminomethyl-phenyl)-[1,2,4]triazol-1-yl]-ethanol hydrochloride). Reaction SMILES: [Cl:1][C:2]1[CH:3]=[C:4]([C:9]2[N:13]([CH2:14][CH2:15][OH:16])[N:12]=[C:11]([C:17]3[CH:18]=[C:19]([CH:22]=[CH:23][CH:24]=3)[CH:20]=O)[N:10]=2)[CH:5]=[CH:6][C:7]=1[Cl:8].[CH3:25][NH:26][CH3:27]>>[ClH:1].[Cl:1][C:2]1[CH:3]=[C:4]([C:9]2[N:13]([CH2:14][CH2:15][OH:16])[N:12]=[C:11]([C:17]3[CH:24]=[CH:23][CH:22]=[C:19]([CH2:20][N:26]([CH3:27])[CH3:25])[CH:18]=3)[N:10]=2)[CH:5]=[CH:6][C:7]=1[Cl:8] |f:2.3|. Reported procedure: Using 3-[5-(3,4-dichloro-phenyl)-1-(2-hydroxy-ethyl)-1H-[1,2,4]triazol-3-yl]-benzaldehyde and dimethylamine the title compound was prepared as a pale yellow amorphous foam (98.4% yield) after evaporation of all solvents under reduced pressure followed by drying under high vacuum (0.05 mmHg) at 50° C. for 2 h, MS: m/e=391.2 (M+H+).